This data is from the Open Reaction Database (ORD), a public repository of structured organic reaction records. The task is: describe an organic reaction: reactants, conditions, products, and yield Starting materials: CS(=O)(=O)CC(=O)OC (methyl methylsulfonylacetate), ICCCI (1,3-diiodopropane), C([O-])([O-])=O.[Cs+].[Cs+] (cesium carbonate). Solvent: C(C)#N (acetonitrile). Run at time 2 hour. The product is CS(=O)(=O)C1(CCC1)C(=O)OC (methyl 1-methylsulfonylcyclobutanecarboxlate). Yield: 78.8%. RXN SMILES: [CH3:1][S:2]([CH2:5][C:6]([O:8][CH3:9])=[O:7])(=[O:4])=[O:3].I[CH2:11][CH2:12][CH2:13]I.C(=O)([O-])[O-].[Cs+].[Cs+]>C(#N)C>[CH3:1][S:2]([C:5]1([C:6]([O:8][CH3:9])=[O:7])[CH2:13][CH2:12][CH2:11]1)(=[O:4])=[O:3] |f:2.3.4|. Procedure details: To a solution of methyl methylsulfonylacetate (1.0 g, 6.6 mmol) in 20 mL of acetonitrile was added 1,3-diiodopropane (2.3 mL, 20 mmol) and cesium carbonate (6.4 g, 20 mmol). After stirring at room temperature for 2 h, the reaction was partitioned between water (50 mL) and ethyl acetate (100 mL). The organic layer was separated, dried over anhydrous magnesium sulfate, filtered and concentrated to dryness, and the residue was purified by flash chromatography on silica gel eluting with 20 to 50% et... Starting materials: COCCOCCCBr (3-(methoxyethoxy)propyl bromide), O (water), [H-].[Na+] (sodium hydride), C(C)(C)(C)OC(N[C@H](CC1=C2N(C=3C=CC(=CC13)O)CCC2)C)=O ((S)-[2-(6-hydroxy-2,3-dihydro-1H-3a-aza-cyclopenta[a]inden-8-yl)-1-methyl-ethyl]-carbamic acid tert-butyl ester). The solvent is CN(C=O)C (N,N-dimethylformamide), C(C)(=O)OCC (ethyl acetate). Reaction conditions: time 30 minute. Yields the product COCCOCCCOC1=CC=2C(=C3N(C2C=C1)CCC3)C[C@H](C)N ((S)-2-{6-[3-(2-methoxy-ethoxy)-propoxy]-2,3-dihydro-1H-3a-aza-cyclopenta[a]inden-8-yl}-1-methyl-ethylamine). The yield is 46.2%. As a reaction SMILES: [H-].[Na+].C(OC(=O)[NH:9][C@@H:10]([CH3:25])[CH2:11][C:12]1[C:20]2[CH:19]=[C:18]([OH:21])[CH:17]=[CH:16][C:15]=2[N:14]2[CH2:22][CH2:23][CH2:24][C:13]=12)(C)(C)C.[CH3:27][O:28][CH2:29][CH2:30][O:31][CH2:32][CH2:33][CH2:34]Br.O>CN(C)C=O.C(OCC)(=O)C>[CH3:27][O:28][CH2:29][CH2:30][O:31][CH2:32][CH2:33][CH2:34][O:21][C:18]1[CH:17]=[CH:16][C:15]2[N:14]3[CH2:22][CH2:23][CH2:24][C:13]3=[C:12]([CH2:11][C@@H:10]([NH2:9])[CH3:25])[C:20]=2[CH:19]=1 |f:0.1|. Procedure: 25 mg sodium hydride 55-65% in oil was added to a solution of 165 mg (S)-[2-(6-hydroxy-2,3-dihydro-1H-3a-aza-cyclopenta[a]inden-8-yl)-1-methyl-ethyl]-carbamic acid tert-butyl ester in 1.5 mL N,N-dimethylformamide. The mixture was stirred at room temperature for 30 min, then 120 mg 3-(methoxyethoxy)propyl bromide was added added and the reaction mixture was stirred at room temperature for an additional 22 h. The reaction mixture was distributed between water and ethyl acetate. The phases were sep... Reactants: C(C1=CC=CC=C1)[C@H]1CN(CCN1)C1=CC(=C(C=C1)OC(F)F)OC(F)F ((S)-3-benzyl-1-(3,4-bis-difluoromethoxy-phenyl)-piperazine), N1C=NC(=C1)CC(=O)O ((1H-imidazol-4-yl)-acetic acid). The product is C(C1=CC=CC=C1)[C@@H]1N(CCN(C1)C1=CC(=C(C=C1)OC(F)F)OC(F)F)C(CC1=CN=CN1)=O ((S)-1-(2-benzyl-4-(3,4-bis(difluoromethoxy)phenyl)piperazin-1-yl)-2-(1H-imidazol-5-yl)ethanone). The yield is 45.0%. RXN SMILES: [CH2:1]([C@@H:8]1[NH:13][CH2:12][CH2:11][N:10]([C:14]2[CH:19]=[CH:18][C:17]([O:20][CH:21]([F:23])[F:22])=[C:16]([O:24][CH:25]([F:27])[F:26])[CH:15]=2)[CH2:9]1)[C:2]1[CH:7]=[CH:6][CH:5]=[CH:4][CH:3]=1.[NH:28]1[CH:32]=[C:31]([CH2:33][C:34](O)=[O:35])[N:30]=[CH:29]1>>[CH2:1]([C@H:8]1[CH2:9][N:10]([C:14]2[CH:19]=[CH:18][C:17]([O:20][CH:21]([F:22])[F:23])=[C:16]([O:24][CH:25]([F:27])[F:26])[CH:15]=2)[CH2:11][CH2:12][N:13]1[C:34](=[O:35])[CH2:33][C:31]1[NH:30][CH:29]=[N:28][CH:32]=1)[C:2]1[CH:3]=[CH:4][CH:5]=[CH:6][CH:7]=1. Procedure: Prepared using the same procedure described in Example 189 from (S)-3-benzyl-1-(3,4-bis-difluoromethoxy-phenyl)-piperazine and (1H-imidazol-4-yl)-acetic acid to afford the title compound as colorless solid (55 mg, 45%). LC/MS (Method B) 2.72 min, [M+1]+ 493. Starting materials: NC(CCCC(=O)OC)C1=C(C=CC2=CC=CC=C12)OC (methyl 5-amino-5-(2-methoxynaphthalen-1-yl)pentanoate), CC1=CN=C(S1)C=1C=C(C=O)C=CC1 (3-(5-methylthiazol-2-yl)benzaldehyde). The product is COC1=C(C2=CC=CC=C2C=C1)C1CCCC(N1CC1=CC(=CC=C1)C=1SC(=CN1)C)=O (6-(2-methoxynaphthalen-1-yl)-1-(3-(5-methylthiazol-2-yl)benzyl)piperidin-2-one). RXN SMILES: [NH2:1][CH:2]([C:10]1[C:19]2[C:14](=[CH:15][CH:16]=[CH:17][CH:18]=2)[CH:13]=[CH:12][C:11]=1[O:20][CH3:21])[CH2:3][CH2:4][CH2:5][C:6]([O:8]C)=O.[CH3:22][C:23]1[S:27][C:26]([C:28]2[CH:29]=[C:30]([CH:33]=[CH:34][CH:35]=2)[CH:31]=O)=[N:25][CH:24]=1>>[CH3:21][O:20][C:11]1[CH:12]=[CH:13][C:14]2[C:19](=[CH:18][CH:17]=[CH:16][CH:15]=2)[C:10]=1[CH:2]1[N:1]([CH2:31][C:30]2[CH:33]=[CH:34][CH:35]=[C:28]([C:26]3[S:27][C:23]([CH3:22])=[CH:24][N:25]=3)[CH:29]=2)[C:6](=[O:8])[CH2:5][CH2:4][CH2:3]1. Procedure: Prepared according to general procedure 1 (GP1) using methyl 5-amino-5-(2-methoxynaphthalen-1-yl)pentanoate and 3-(5-methylthiazol-2-yl)benzaldehyde. Subsequent purification by preparative HPLC afforded the target compound. LC-MS (conditions A): tR=0.92 min.; [M+H]+: 443.13 g/mol.